This data is from the Open Reaction Database (ORD), a public repository of structured organic reaction records. The task is: describe an organic reaction: reactants, conditions, products, and yield Starting materials: COC(=O)c1sc(C#CC(C)(C)C)cc1N(C(=O)C1CCC(C)CC1)C1CCN(C(=O)OC(C)(C)C)CC1, ClCCl, O=C(O)C(F)(F)F. Product: COC(=O)c1sc(C#CC(C)(C)C)cc1N(C(=O)C1CCC(C)CC1)C1CCNCC1. RXN SMILES: [CH3:1][O:2][C:3](=[O:4])[c:5]1[s:6][c:7]([C:33]#[C:34][C:35]([CH3:36])([CH3:37])[CH3:38])[cH:8][c:9]1[N:10]([CH:11]1[CH2:12][CH2:13][N:14]([C:17]([O:18][C:19]([CH3:20])([CH3:21])[CH3:22])=[O:23])[CH2:15][CH2:16]1)[C:24](=[O:25])[CH:26]1[CH2:27][CH2:28][CH:29]([CH3:32])[CH2:30][CH2:31]1.[Cl:46][CH2:47][Cl:48].[OH:39][C:40]([C:41]([F:42])([F:43])[F:44])=[O:45]>>[CH3:1][O:2][C:3](=[O:4])[c:5]1[s:6][c:7]([C:33]#[C:34][C:35]([CH3:36])([CH3:37])[CH3:38])[cH:8][c:9]1[N:10]([CH:11]1[CH2:12][CH2:13][NH:14][CH2:15][CH2:16]1)[C:24](=[O:25])[CH:26]1[CH2:27][CH2:28][CH:29]([CH3:32])[CH2:30][CH2:31]1. Starting materials: IC1=NN(C2=NC=NC(=C21)N)C2CN(CCC2)CCOC (racemic 3-iodo-1-[1-(2-methoxyethyl)-3-piperidyl]-1H-pyrazolo[3,4-d]pyrimidin-4-amine), O(C1=CC=CC=C1)C1=CC=C(C=C1)B(O)O (4-phenoxyphenylboronic acid), C([O-])([O-])=O.[Na+].[Na+] (sodium carbonate). Reagents/catalysts: [Pd].C1(=CC=CC=C1)P(C1=CC=CC=C1)C1=CC=CC=C1.C1(=CC=CC=C1)P(C1=CC=CC=C1)C1=CC=CC=C1.C1(=CC=CC=C1)P(C1=CC=CC=C1)C1=CC=CC=C1.C1(=CC=CC=C1)P(C1=CC=CC=C1)C1=CC=CC=C1 (tetrakis(triphenylphosphine) palladium (0)). Solvent: C(OC)COC (dimethoxyethane), O (water). Conditions: time 5 minute. Yields the product C(C)(=O)O.COCCN1CC(CCC1)N1N=C(C=2C1=NC=NC2N)C2=CC=C(C=C2)OC2=CC=CC=C2 (1-[1-(2-methoxyethyl)-3-piperidyl]-3-(4-phenoxyphenyl)-1H-pyrazolo[3,4-d]pyrimidin-4-amine acetate). Isolated yield 116.7%. As a reaction SMILES: I[C:2]1[C:10]2[C:5](=[N:6][CH:7]=[N:8][C:9]=2[NH2:11])[N:4]([CH:12]2[CH2:17][CH2:16][CH2:15][N:14]([CH2:18][CH2:19][O:20][CH3:21])[CH2:13]2)[N:3]=1.[O:22]([C:29]1[CH:34]=[CH:33][C:32](B(O)O)=[CH:31][CH:30]=1)[C:23]1[CH:28]=[CH:27][CH:26]=[CH:25][CH:24]=1.C(=O)([O-])[O-].[Na+].[Na+]>C(COC)OC.O.[Pd].C1(P(C2C=CC=CC=2)C2C=CC=CC=2)C=CC=CC=1.C1(P(C2C=CC=CC=2)C2C=CC=CC=2)C=CC=CC=1.C1(P(C2C=CC=CC=2)C2C=CC=CC=2)C=CC=CC=1.C1(P(C2C=CC=CC=2)C2C=CC=CC=2)C=CC=CC=1>[C:19]([OH:20])(=[O:22])[CH3:18].[CH3:21][O:20][CH2:19][CH2:18][N:14]1[CH2:15][CH2:16][CH2:17][CH:12]([N:4]2[C:5]3=[N:6][CH:7]=[N:8][C:9]([NH2:11])=[C:10]3[C:2]([C:32]3[CH:33]=[CH:34][C:29]([O:22][C:23]4[CH:28]=[CH:27][CH:26]=[CH:25][CH:24]=4)=[CH:30][CH:31]=3)=[N:3]2)[CH2:13]1 |f:2.3.4,7.8.9.10.11,12.13|. Procedure: A solution of racemic 3-iodo-1-[1-(2-methoxyethyl)-3-piperidyl]-1H-pyrazolo[3,4-d]pyrimidin-4-amine (0.050 g, 0.00012 mol) in dimethoxyethane (2.5 mL) and water (5 mL) was treated with 4-phenoxyphenylboronic acid (0.029 g, 0.00014 mol), sodium carbonate (0.033 g, 0.00031 mol) and tetrakis(triphenylphosphine) palladium (0) (0.014 g, 0.00001 mol) at 80° C. for 20 hours. The organic solvent was removed in vacuo, and the crude material was purified by preparative RP-HPLC (Rainin C18, 8 μm, 300 A, 25...